This data is from the Open Reaction Database (ORD), a public repository of structured organic reaction records. The task is: describe an organic reaction: reactants, conditions, products, and yield The reactants are BrC1=CC(=C(C(=C1)F)C(=O)N1CCN(CC1)C1=NC=C(C=C1C)C)F ((4-bromo-2,6-difluorophenyl)[4-(3,5-dimethylpyridin-2-yl)piperazin-1-yl]methanone), [I-].[Na+] (sodium iodide). The reagents and catalysts are [Cu]I (copper(I) iodide). Product: FC1=C(C(=CC(=C1)I)F)C(=O)N1CCN(CC1)C1=NC=C(C=C1C)C ((2,6-difluoro-4-iodophenyl) [4-(3,5-dimethylpyridin-2-yl)piperazin-1-yl]methanone). Isolated yield 81.3%. As a reaction SMILES: Br[C:2]1[CH:7]=[C:6]([F:8])[C:5]([C:9]([N:11]2[CH2:16][CH2:15][N:14]([C:17]3[C:22]([CH3:23])=[CH:21][C:20]([CH3:24])=[CH:19][N:18]=3)[CH2:13][CH2:12]2)=[O:10])=[C:4]([F:25])[CH:3]=1.[I-:26].[Na+]>[Cu]I>[F:8][C:6]1[CH:7]=[C:2]([I:26])[CH:3]=[C:4]([F:25])[C:5]=1[C:9]([N:11]1[CH2:16][CH2:15][N:14]([C:17]2[C:22]([CH3:23])=[CH:21][C:20]([CH3:24])=[CH:19][N:18]=2)[CH2:13][CH2:12]1)=[O:10] |f:1.2|. Reported procedure: Using (4-bromo-2,6-difluorophenyl)[4-(3,5-dimethylpyridin-2-yl)piperazin-1-yl]methanone (820 mg) described in Preparation Example 111, sodium iodide (599 mg) and copper(I) iodide (189 mg) and by the reaction and treatment in the same manner as in Preparation Example 154, the title compound (743 mg) was obtained.